From a dataset of the Open Reaction Database (ORD), a public repository of structured organic reaction records. describe an organic reaction: reactants, conditions, products, and yield The product is CN(C(CN1C(C(=C(C2=NC=C(C=C12)CC1=CC=C(C=C1)F)O)C(=O)NC1(CCCC1)CO)=O)=O)C (1-[2-(Dimethylamino)-2-oxoethyl]-7-[(4-fluorophenyl)methyl]-4-hydroxy-N-[1-(hydroxymethyl)cyclopentyl]-2-oxo-1,2-dihydro-1,5-naphthyridine-3-carboxamide). Reported procedure: This compound was prepared from ethyl 1-[2-(dimethylamino)-2-oxoethyl]-7-[(4-fluorophenyl)methyl]-4-hydroxy-2-oxo-1,2-dihydro-1,5-naphthyridine-3-carboxylate and (1-aminocyclopentyl)methanol employing methods similar to those described in Example 245 and was purified by reverse phase preparative HPLC (C-18 stationary phase; 10-100% CH3CN/water/0.1% formic acid mobile phase). The product was obtained as a cream-colored solid: 1H NMR (d6-DMSO) δ 10.32 (1H, s), 8.50 (1H, s), 7.74 (1H, s), 7.32 (2H,... Reaction SMILES: [CH3:1][N:2]([CH3:31])[C:3](=[O:30])[CH2:4][N:5]1[C:14]2[C:9](=[N:10][CH:11]=[C:12]([CH2:15][C:16]3[CH:21]=[CH:20][C:19]([F:22])=[CH:18][CH:17]=3)[CH:13]=2)[C:8]([OH:23])=[C:7]([C:24](OCC)=[O:25])[C:6]1=[O:29].[NH2:32][C:33]1([CH2:38][OH:39])[CH2:37][CH2:36][CH2:35][CH2:34]1>>[CH3:1][N:2]([CH3:31])[C:3](=[O:30])[CH2:4][N:5]1[C:14]2[C:9](=[N:10][CH:11]=[C:12]([CH2:15][C:16]3[CH:21]=[CH:20][C:19]([F:22])=[CH:18][CH:17]=3)[CH:13]=2)[C:8]([OH:23])=[C:7]([C:24]([NH:32][C:33]2([CH2:38][OH:39])[CH2:37][CH2:36][CH2:35][CH2:34]2)=[O:25])[C:6]1=[O:29]. The reactants are CN(C(CN1C(C(=C(C2=NC=C(C=C12)CC1=CC=C(C=C1)F)O)C(=O)OCC)=O)=O)C (ethyl 1-[2-(dimethylamino)-2-oxoethyl]-7-[(4-fluorophenyl)methyl]-4-hydroxy-2-oxo-1,2-dihydro-1,5-naphthyridine-3-carboxylate), NC1(CCCC1)CO ((1-aminocyclopentyl)methanol). The reactants are ClCCCC1=NOC2=C1C=CC(=C2)F (3-(3-chloropropyl)-6-fluoro-1,2-benzisoxazole), Cl.Cl.C(CCC)N1CCNCC1 (1-n-butylpiperazine dihydrochloride), C([O-])([O-])=O.[K+].[K+] (potassium carbonate), [I-].[K+] (potassium iodide). Solvent: CN(C=O)C (dimethylformamide). Yields the product Cl.Cl.FC1=CC2=C(C(=NO2)CCCN2CCN(CC2)CCCC)C=C1 (1-[3-(6-Fluoro-1,2-benzisoxazol-3-yl)propyl]-4-n-butylpiperazine dihydrochloride). Yield: 17.5%. As a reaction SMILES: [Cl:1][CH2:2][CH2:3][CH2:4][C:5]1[C:9]2[CH:10]=[CH:11][C:12]([F:14])=[CH:13][C:8]=2[O:7][N:6]=1.[ClH:15].Cl.[CH2:17]([N:21]1[CH2:26][CH2:25][NH:24][CH2:23][CH2:22]1)[CH2:18][CH2:19][CH3:20].C(=O)([O-])[O-].[K+].[K+].[I-].[K+]>CN(C)C=O>[ClH:1].[ClH:15].[F:14][C:12]1[CH:11]=[CH:10][C:9]2[C:5]([CH2:4][CH2:3][CH2:2][N:24]3[CH2:25][CH2:26][N:21]([CH2:17][CH2:18][CH2:19][CH3:20])[CH2:22][CH2:23]3)=[N:6][O:7][C:8]=2[CH:13]=1 |f:1.2.3,4.5.6,7.8,10.11.12|. Procedure details: A mixture of 12 g of 3-(3-chloropropyl)-6-fluoro-1,2-benzisoxazole, 10 g of 1-n-butylpiperazine dihydrochloride, 21 g of potassium carbonate and a few crystals of potassium iodide in 80 ml of dimethylformamide was stirred at 70° C. for three hrs, cooled, filtered and concentrated to an oil. The oil was stirred with water and extracted with ether. The ether extracts were washed with water, saturated sodium chloride solution, dried over anhydrous magnesium sulfate, filtered and concentrated. The r... Reactants: Br, CCOC(=O)N1CCC(Nc2ccc(Cl)cc2[N+](=O)[O-])CC1, O. The product is Br, O=[N+]([O-])c1cc(Cl)ccc1NC1CCNCC1. Reaction SMILES: [BrH:23].[Cl:1][c:2]1[cH:3][c:4]([N+:20](=[O:21])[O-:22])[c:5]([NH:8][CH:9]2[CH2:10][CH2:11][N:12]([C:15]([O:16][CH2:17][CH3:18])=[O:19])[CH2:13][CH2:14]2)[cH:6][cH:7]1.[OH2:24]>>[BrH:23].[Cl:1][c:2]1[cH:3][c:4]([N+:20](=[O:21])[O-:22])[c:5]([NH:8][CH:9]2[CH2:10][CH2:11][NH:12][CH2:13][CH2:14]2)[cH:6][cH:7]1.